This data is from the Open Reaction Database (ORD), a public repository of structured organic reaction records. The task is: describe an organic reaction: reactants, conditions, products, and yield Starting materials: solution, C(C)(C)(C)C1CCC(CC1)N (4-tert-butylcyclohexylamine), C(C)(=O)O (acetic acid), C(=O)C1=CC=C(C(=O)NC=2N=NNN2)C=C1 (4-formyl-N-(2H-tetrazol-5-yl)benzamide), C(#N)[BH3-].[Na+] (sodium cyanoborohydride). Solvent: CN1CCCC1=O (NMP), COC(OC)OC (trimethylorthoformate), CN1CCCC1=O (NMP), CO (methanol). Conditions: temperature 25 celsius, time 4 hour. Yields the product C(C)(C)(C)C1CCC(CC1)NCC1=CC=C(C(=O)NC=2N=NNN2)C=C1 (4-[(4-tert-butylcyclohexylamino)methyl]-N-(2H-tetrazol-5-yl)benzamide). RXN SMILES: [CH:1]([C:3]1[CH:16]=[CH:15][C:6]([C:7]([NH:9][C:10]2[N:11]=[N:12][NH:13][N:14]=2)=[O:8])=[CH:5][CH:4]=1)=O.[C:17]([CH:21]1[CH2:26][CH2:25][CH:24]([NH2:27])[CH2:23][CH2:22]1)([CH3:20])([CH3:19])[CH3:18].C(O)(=O)C.C([BH3-])#N.[Na+]>CN1C(=O)CCC1.COC(OC)OC.CO>[C:17]([CH:21]1[CH2:22][CH2:23][CH:24]([NH:27][CH2:1][C:3]2[CH:16]=[CH:15][C:6]([C:7]([NH:9][C:10]3[N:11]=[N:12][NH:13][N:14]=3)=[O:8])=[CH:5][CH:4]=2)[CH2:25][CH2:26]1)([CH3:20])([CH3:18])[CH3:19] |f:3.4|. Procedure: The above resin bound 4-formyl-N-(2H-tetrazol-5-yl)benzamide (50 mg) was treated with a 0.5 M solution of 4-tert-butylcyclohexylamine (0.25 mmol, 38.75 mg) in a mixture of NMP and trimethylorthoformate (1:1, 0.5 mL) and glacial acetic acid (50 μL) for 1 hour at 25° C. followed by sodium cyanoborohydride (250 μmol, 16 mg) dissolved in a mixture of NMP and methanol (1:1, 0.25 mL). Shaking at 25° C. for 4 hours followed by filtration and washing with a mixture of NMP and methanol (1:1, 2×1 mL), NMP... The reactants are [OH-].[Na+] (sodium hydroxide), COC=NC1=C(C=CC=C1CS(=O)(=O)C)Cl (N-(2-Chloro-6-methanesulfonylmethyl-phenyl)-formimidic acid methyl ester), C(C)(=O)OCC (ethyl acetate), CCCCCC (hexane). Run in CS(=O)C (DMSO), [Cl-].[NH4+] (ammonium chloride). The product is ClC=1C=CC=C2C(=CNC12)S(=O)(=O)C (7-Chloro-3-methanesulfonyl-1H-indole). RXN SMILES: CO[CH:3]=[N:4][C:5]1[C:10]([CH2:11][S:12]([CH3:15])(=[O:14])=[O:13])=[CH:9][CH:8]=[CH:7][C:6]=1[Cl:16].[OH-].[Na+].C(OCC)(=O)C.CCCCCC>CS(C)=O.[Cl-].[NH4+]>[Cl:16][C:6]1[CH:7]=[CH:8][CH:9]=[C:10]2[C:5]=1[NH:4][CH:3]=[C:11]2[S:12]([CH3:15])(=[O:14])=[O:13] |f:1.2,6.7|. Procedure: The crude N-(2-chloro-6-methanesulfonylmethyl-phenyl)-formimidic acid methyl ester of Step 5 was dissolved in dry DMSO (20 ml) and treated with 2 g powdered sodium hydroxide. The reaction mixture was vigorously stirred at room temperature for 1 h after which tlc (1:1 ethyl acetate:hexane, followed by 3:7) showed a single principal product, somewhat less polar than starting material. The reaction mixture was diluted with 100 ml of a 10% ammonium chloride solution and extracted with ethyl acetate,... Starting materials: N([C@@H](CCC(OCC1=CC=CC=C1)=O)C(=O)O)C(=O)OCC1=CC=CC=C1 (Z-Glu(OBzl)-OH), C(C)N1CCOCC1 (N-ethylmorpholine), Example 21 ( C ), compound, N[C@@H]([C@@H](C)CC)C(=O)N[C@@H](CC1=CC=CC=C1)C(=O)OC(C)(C)C.Cl (H-Ile-Phe-OBut.HCl), C1CCC(CC1)N=C=NC2CCCCC2 (DCC), C=1C=CC2=C(C1)N=NN2O (HOBt). Yields the product N[C@@H](CCC(O)=O)C(=O)N[C@@H]([C@@H](C)CC)C(=O)N[C@@H](CC1=CC=CC=C1)C(=O)OC(C)(C)C (H-Glu-Ile-Phe-OBut). Solvent: CN(C=O)C (dimethylformamide), CCOCC (ether). Procedure details: 1.85 g of Z-Glu(OBzl)-OH, 1.85 g of H-Ile-Phe-OBut.HCl and 1.1 g of DCC are reacted, analogously to Example 21 (C), in the presence of 0.65 ml of N-ethylmorpholine and 0.7 g of HOBt in dimethylformamide, the product is subjected to catalytic hydrogenation and 2.4 g of the compound insoluble in ether are isolated. RXN SMILES: [NH:1](C(OCC1C=CC=CC=1)=O)[C@H:2]([C:15](O)=[O:16])[CH2:3][CH2:4][C:5](=[O:14])[O:6]CC1C=CC=CC=1.[NH2:28][C@H:29]([C:34]([NH:36][C@H:37]([C:45]([O:47][C:48]([CH3:51])([CH3:50])[CH3:49])=[O:46])[CH2:38][C:39]1[CH:44]=[CH:43][CH:42]=[CH:41][CH:40]=1)=[O:35])[C@H:30]([CH2:32][CH3:33])[CH3:31].Cl.C1CCC(N=C=NC2CCCCC2)CC1.C(N1CCOCC1)C.C1C=CC2N(O)N=NC=2C=1>CN(C)C=O.CCOCC>[NH2:1][C@H:2]([C:15]([NH:28][C@H:29]([C:34]([NH:36][C@H:37]([C:45]([O:47][C:48]([CH3:49])([CH3:51])[CH3:50])=[O:46])[CH2:38][C:39]1[CH:40]=[CH:41][CH:42]=[CH:43][CH:44]=1)=[O:35])[C@H:30]([CH2:32][CH3:33])[CH3:31])=[O:16])[CH2:3][CH2:4][C:5](=[O:6])[OH:14] |f:1.2|.